From a dataset of the Open Reaction Database (ORD), a public repository of structured organic reaction records. describe an organic reaction: reactants, conditions, products, and yield Reactants: Oc1cc(Cl)nnc1Oc1cccc2c1C1CC1C2, CS(C)=O, [Na+], [OH-]. The product is Oc1cc(Cl)nnc1Oc1cccc2c1CC1CC21. As a reaction SMILES: [CH2:1]1[CH:2]2[CH:3]1[CH2:4][c:5]1[cH:6][cH:7][cH:8][c:9]([O:11][c:12]3[n:13][n:14][c:15]([Cl:19])[cH:16][c:17]3[OH:18])[c:10]12.[CH3:22][S:23]([CH3:24])=[O:25].[Na+:21].[OH-:20]>>[CH2:1]1[CH:3]2[CH2:2][c:10]3[c:5]([cH:6][cH:7][cH:8][c:9]3[O:11][c:12]3[n:13][n:14][c:15]([Cl:19])[cH:16][c:17]3[OH:18])[CH:4]12. Starting materials: C(C)(C)(C)OC(COC=1C=CC2=C(CC(CCC2)NC[C@@H](C2=CC(=C(C=C2)O)NS(=O)(=O)C)O)C1)=O (2-[8-[(2R)-2-hydroxy-2-(4-hydroxy-3-methanesulfonylaminophenyl)ethylamino]-6,7,8,9-tetrahydro-5H-benzocyclohepten-2-yloxy]acetic acid tert-butyl ester), FC(C(=O)O)(F)F (trifluoroacetic acid), ClCCl (dichloromethane). Run at time 3 hour. The product is Cl.O[C@@H](CNC1CCCC2=C(C1)C=C(C=C2)OCC(=O)O)C2=CC(=C(C=C2)O)NS(=O)(=O)C (2-[8-[(2R)-2-hydroxy-2-(4-hydroxy-3-methanesulfonylaminophenyl)-ethylamino]-6,7,8,9-tetrahydro-5H-benzocyclohepten-2-yloxy]-acetic acid hydrochloride). RXN SMILES: C([O:5][C:6](=[O:36])[CH2:7][O:8][C:9]1[CH:10]=[CH:11][C:12]2[CH2:18][CH2:17][CH2:16][CH:15]([NH:19][CH2:20][C@H:21]([OH:34])[C:22]3[CH:27]=[CH:26][C:25]([OH:28])=[C:24]([NH:29][S:30]([CH3:33])(=[O:32])=[O:31])[CH:23]=3)[CH2:14][C:13]=2[CH:35]=1)(C)(C)C.FC(F)(F)C(O)=O.[Cl:44]CCl>>[ClH:44].[OH:34][C@H:21]([C:22]1[CH:27]=[CH:26][C:25]([OH:28])=[C:24]([NH:29][S:30]([CH3:33])(=[O:32])=[O:31])[CH:23]=1)[CH2:20][NH:19][CH:15]1[CH2:14][C:13]2[CH:35]=[C:9]([O:8][CH2:7][C:6]([OH:36])=[O:5])[CH:10]=[CH:11][C:12]=2[CH2:18][CH2:17][CH2:16]1 |f:3.4|. Reported procedure: Under nitrogen, to a solution of 2-[8-[(2R)-2-hydroxy-2-(4-hydroxy-3-methanesulfonylaminophenyl)ethylamino]-6,7,8,9-tetrahydro-5H-benzocyclohepten-2-yloxy]acetic acid tert-butyl ester (257 mg) in dichloromethane (5 ml) was added trifluoroacetic acid (1 ml) at 5° C., and the mixture was stirred at room temperature for 3 hours. The resulting mixture was evaporated in vacuo. The residue was treated with 4N hydrogen chloride in 1,4-dioxane to give 2-[8-[(2R)-2-hydroxy-2-(4-hydroxy-3-methanesulfonyla...